From a dataset of the Open Reaction Database (ORD), a public repository of structured organic reaction records. describe an organic reaction: reactants, conditions, products, and yield The reactants are ClC=1N=CC(=NC1)O (5-chloro-pyrazin-2-ol), C(=O)([O-])[O-].[K+].[K+] (K2CO3), CI (CH3I). Solvent: CN(C)C=O (DMF). Conditions: time 8 hour. Yields the product ClC=1N=CC(N(C1)C)=O (5-chloro-1-methyl-1H-pyrazin-2-one). The yield is 63.7%. Reaction SMILES: [Cl:1][C:2]1[N:3]=[CH:4][C:5]([OH:8])=[N:6][CH:7]=1.[C:9]([O-])([O-])=O.[K+].[K+].CI>CN(C=O)C>[Cl:1][C:2]1[N:3]=[CH:4][C:5](=[O:8])[N:6]([CH3:9])[CH:7]=1 |f:1.2.3|. Procedure details: To a solution of 5-chloro-pyrazin-2-ol (100 mg, 0.76 mmol) in DMF (3 mL) was added K2CO3 (211 mg, 1.53 mmol) and CH3I (0.25 ml, 4 mmol) at room temperature. The mixture was stirred overnight, quenched by H2O, and extracted with EtOAc. The organic phase was concentrated to give the crude product, which was purified by TLC to give 5-chloro-1-methyl-1H-pyrazin-2-one (70 mg, 64%). 1H NMR (CD3OD): δ3.52 (s, 3H), 7.78 (s, 1H), 7.87 (s, 1H). Reactants: C1(=CC=CC=C1)P(C1=CC=CC=C1)C1=CC=CC=C1 (triphenyl phosphine), BrBr (bromine), ClC1=CC=C(C=C1)C(C(=CCO)F)(C)C (4-(p-chlorophenyl)-3-fluoro-4-methyl-2-penten-1-ol), C(C)(=O)OCC.CCCCCC (ethyl acetate hexane). Run in petroleum ether, C(Cl)(Cl)(Cl)Cl (carbon tetrachloride), C(Cl)(Cl)(Cl)Cl (carbon tetrachloride), C(Cl)(Cl)(Cl)Cl (carbon tetrachloride). Reaction conditions: time 1 hour. The product is BrCC=C(C(C)(C)C1=CC=C(C=C1)Cl)F (1-Bromo-4-(p-chlorophenyl)-3-fluoro-4-methyl-2-pentene). The yield is 92.6%. As a reaction SMILES: C1(P(C2C=CC=CC=2)C2C=CC=CC=2)C=CC=CC=1.[Br:20]Br.[Cl:22][C:23]1[CH:28]=[CH:27][C:26]([C:29]([CH3:36])([CH3:35])[C:30]([F:34])=[CH:31][CH2:32]O)=[CH:25][CH:24]=1.C(OCC)(=O)C.CCCCCC>C(Cl)(Cl)(Cl)Cl>[Br:20][CH2:32][CH:31]=[C:30]([F:34])[C:29]([C:26]1[CH:27]=[CH:28][C:23]([Cl:22])=[CH:24][CH:25]=1)([CH3:36])[CH3:35] |f:3.4|. Procedure details: A solution of triphenyl phosphine (12.58 g, 55.6 mmol) in carbon tetrachloride at -5° C. to 5° C. is treated dropwise with a solution of bromine (8.89 g, 55.6 mmol) in carbon tetrachloride over 50 minutes under nitrogen, stirred at room temperature for one hour, treated with a solution of 4-(p-chlorophenyl)-3-fluoro-4-methyl-2-penten-1-ol, (Z)- (10.6 g, 46.3 mmol) in carbon tetrachloride over 15 minutes, refluxed for 2.5 hours, cooled to room temperature, and poured into petroleum ether. The res... Reactants: Fc1cccnc1N1CCN(Cc2ccccc2)CC1, CC(=O)O, Cl, Cl, [H][H], O=[Pt]. Product: Fc1cccnc1N1CCNCC1. RXN SMILES: [CH2:3]([c:4]1[cH:5][cH:6][cH:7][cH:8][cH:9]1)[N:10]1[CH2:11][CH2:12][N:13]([c:16]2[n:17][cH:18][cH:19][cH:20][c:21]2[F:22])[CH2:14][CH2:15]1.[CH3:25][C:26](=[O:27])[OH:28].[ClH:1].[ClH:2].[H:23][H:24].[Pt:29]=[O:30]>>[NH:10]1[CH2:11][CH2:12][N:13]([c:16]2[n:17][cH:18][cH:19][cH:20][c:21]2[F:22])[CH2:14][CH2:15]1. As a reaction SMILES: [N:1]1([CH2:7][C:8]2[CH:9]=[C:10]([CH:35]=[CH:36][CH:37]=2)[C:11]([NH:13][C:14]2[S:15][C:16]3[CH2:34][CH2:33][CH2:32][CH2:31][C:17]=3[C:18]=2[C:19]([NH:21][C:22]2[CH:30]=[CH:29][C:25]([C:26]([OH:28])=O)=[CH:24][CH:23]=2)=[O:20])=[O:12])[CH2:6][CH2:5][O:4][CH2:3][CH2:2]1.[CH2:38]([N:40]([CH2:48][CH3:49])[C:41]1[CH:46]=[CH:45][C:44]([NH2:47])=[CH:43][CH:42]=1)[CH3:39].CCN=C=NCCCN(C)C.[ClH:61].C1C=CC2N(O)N=NC=2C=1.Cl.C(OCC)(=O)C>CO.O.C(Cl)Cl>[ClH:61].[ClH:61].[CH2:48]([N:40]([CH2:38][CH3:39])[C:41]1[CH:46]=[CH:45][C:44]([NH:47][C:26]([C:25]2[CH:29]=[CH:30][C:22]([NH:21][C:19]([C:18]3[C:17]4[CH2:31][CH2:32][CH2:33][CH2:34][C:16]=4[S:15][C:14]=3[NH:13][C:11](=[O:12])[C:10]3[CH:35]=[CH:36][CH:37]=[C:8]([CH2:7][N:1]4[CH2:6][CH2:5][O:4][CH2:3][CH2:2]4)[CH:9]=3)=[O:20])=[CH:23][CH:24]=2)=[O:28])=[CH:43][CH:42]=1)[CH3:49] |f:5.6,10.11.12|. Reported procedure: A mixture of 150 mg of 4-{[(2-{[3-(morpholin-4-ylmethyl)benzoyl]amino}-4,5,6,7-tetrahydro-1-benzothiophen-3-yl)carbonyl]amino}benzoic acid, 57 mg of N,N-diethyl-p-phenylenediamine, 61 mg of WSC.hydrochloride, 42 mg of HOBt, and 1.5 mL of methylene chloride was stirred for 3 hours at room temperature. Water was added to the reaction mixture, followed by extraction with methylene chloride. The organic layer was dried over anhydrous sodium sulfate, and the solvent was removed under reduced pressure... Run in CO (Methanol), O (Water), C(Cl)Cl (methylene chloride). Product: Cl.Cl.C(C)N(C1=CC=C(C=C1)NC(=O)C1=CC=C(C=C1)NC(=O)C1=C(SC2=C1CCCC2)NC(C2=CC(=CC=C2)CN2CCOCC2)=O)CC (N-(4-{[4-(diethylamino)phenyl]carbamoyl}phenyl)-2-{[3-(morpholin-4-ylmethyl)benzoyl]amino}-4,5,6,7-tetrahydro-1-benzothiophene-3-carboxamide dihydrochloride). Reactants: Cl.C(C)(=O)OCC (hydrogen chloride ethyl acetate), N1(CCOCC1)CC=1C=C(C(=O)NC=2SC3=C(C2C(=O)NC2=CC=C(C(=O)O)C=C2)CCCC3)C=CC1 (4-{[(2-{[3-(morpholin-4-ylmethyl)benzoyl]amino}-4,5,6,7-tetrahydro-1-benzothiophen-3-yl)carbonyl]amino}benzoic acid), C(C)N(C1=CC=C(C=C1)N)CC (N,N-diethyl-p-phenylenediamine), CCN=C=NCCCN(C)C (WSC), Cl (hydrochloride), C=1C=CC2=C(C1)N=NN2O (HOBt). Starting materials: CCOC(=O)c1oc2cccc(O)c2c1C, CCCI, [K+], [K+], O=C([O-])[O-], CN(C)C=O. The product is CCCOc1cccc2oc(C(=O)OCC)c(C)c12. As a reaction SMILES: [CH2:1]([CH3:2])[O:3][C:4](=[O:5])[c:6]1[o:7][c:8]2[c:9]([c:10]1[CH3:11])[c:12]([OH:16])[cH:13][cH:14][cH:15]2.[I:17][CH2:18][CH2:19][CH3:20].[K+:21].[K+:22].[O-:23][C:24]([O-:25])=[O:26].[O:27]=[CH:28][N:29]([CH3:30])[CH3:31]>>[CH2:1]([CH3:2])[O:3][C:4](=[O:5])[c:6]1[o:7][c:8]2[c:9]([c:10]1[CH3:11])[c:12]([O:16][CH2:18][CH2:19][CH3:20])[cH:13][cH:14][cH:15]2. The reactants are Diphenylmethyl-3-[(1-methyl-1H-tetrazol-5-yl) thiomethyl]-7α-methylthio-7β-(4-nitrobenzylideneamino)-1-oxadethia-ceph-3-em-4-carboxylate, O.C1(=CC=C(C=C1)S(=O)(=O)O)C (toluene-p-sulphonic acid monohydrate), CCCCCC (hexane). The solvent is C(C)(=O)OCC (ethyl acetate), C(C)(=O)OCC (ethyl acetate). Conditions: time 1 hour. The product is diphenylmethyl 7-β-amino-3-[(1-methyl-1H-tetrazol-5-yl)thiomethyl]-7α-methylthio-1-oxadethia-ceph-3-em-4-carboxylate, C1(=CC=C(C=C1)S(=O)(=O)O)C (p-toluene sulphonic acid). Isolated yield 320.9%. RXN SMILES: O.[C:2]1([CH3:12])[CH:7]=[CH:6][C:5]([S:8]([OH:11])(=[O:10])=[O:9])=[CH:4][CH:3]=1.CCCCCC>C(OCC)(=O)C>[C:2]1([CH3:12])[CH:3]=[CH:4][C:5]([S:8]([OH:11])(=[O:9])=[O:10])=[CH:6][CH:7]=1 |f:0.1|. Procedure: Diphenylmethyl-3-[(1-methyl-1H-tetrazol-5-yl) thiomethyl]-7α-methylthio-7β-(4-nitrobenzylideneamino)-1-oxadethia-ceph-3-em-4-carboxylate (471 mg; 0.72 mmol) was dissolved in ethyl acetate (2 ml) and a solution of toluene-p-sulphonic acid monohydrate (149 mg; 0.78 mmol) in a little ethyl acetate added. After stirring at room temperature for 1 hour, hexane was added to complete the precipitation of the product, which was filtered off, washed well with ethyl acetate, ether and dried in vacuo to giv... The reactants are FC1=C2C=CN=NC2=C(C(=C1)C(C)N)C1=CC(=CC=C1)F (1-[5-fluoro-8-(3-fluorophenyl)cinnolin-7-yl]ethanamine), NC1=NC(=C2NC=NC2=N1)Br (2-amino-6-bromopurine), C(CCC)O (1-butanol), C(C)(C)N(C(C)C)CC (N,N-diisopropylethylamine). Conditions: temperature 120 celsius, time 18 hour. The product is FC1=C2C=CN=NC2=C(C(=C1)C(C)NC1=C2N=CNC2=NC(=N1)N)C1=CC(=CC=C1)F (N(6)-{1-[5-Fluoro-8-(3-fluorophenyl)cinnolin-7-yl]ethyl}-9H-purine-2,6-diamine). As a reaction SMILES: [F:1][C:2]1[CH:11]=[C:10]([CH:12]([NH2:14])[CH3:13])[C:9]([C:15]2[CH:20]=[CH:19][CH:18]=[C:17]([F:21])[CH:16]=2)=[C:8]2[C:3]=1[CH:4]=[CH:5][N:6]=[N:7]2.[NH2:22][C:23]1[N:31]=[C:30]2[C:26]([NH:27][CH:28]=[N:29]2)=[C:25](Br)[N:24]=1.C(O)CCC.C(N(CC)C(C)C)(C)C>>[F:1][C:2]1[CH:11]=[C:10]([CH:12]([NH:14][C:25]2[N:24]=[C:23]([NH2:22])[N:31]=[C:30]3[C:26]=2[N:27]=[CH:28][NH:29]3)[CH3:13])[C:9]([C:15]2[CH:20]=[CH:19][CH:18]=[C:17]([F:21])[CH:16]=2)=[C:8]2[C:3]=1[CH:4]=[CH:5][N:6]=[N:7]2. Procedure details: A solution of 1-[5-fluoro-8-(3-fluorophenyl)cinnolin-7-yl]ethanamine (73 mg, 0.26 mmol) [from peak 1 of Examples 20 and 21, step B] and 2-amino-6-bromopurine (82 mg, 0.38 mmol) in 1-butanol (0.51 mL, 5.6 mmol) was treated with N,N-diisopropylethylamine (67 μL, 0.38 mmol), degassed with nitrogen for 5 minutes and stirred at 120° C. for 18 hours. The reaction mixture was diluted with methanol (10 mL), stirred and filtered. The filtrate was purified first by RP-HPLC (XBridge C18 column, eluting wit...